Dataset: the Open Reaction Database (ORD), a public repository of structured organic reaction records. Task: describe an organic reaction: reactants, conditions, products, and yield Starting materials: CO, N=C(N)c1cccc(C=O)c1, Cl, Cl, NNC(N)=S, O. The product is N=C(N)c1cccc(C=NNC(N)=S)c1, Cl. RXN SMILES: [CH3:18][OH:19].[CH:2](=[O:3])[c:4]1[cH:5][c:6]([C:7](=[NH:8])[NH2:9])[cH:10][cH:11][cH:12]1.[ClH:1].[ClH:21].[NH2:13][NH:14][C:15](=[S:16])[NH2:17].[OH2:20]>>[CH:2]([c:4]1[cH:5][c:6]([C:7](=[NH:8])[NH2:9])[cH:10][cH:11][cH:12]1)=[N:13][NH:14][C:15](=[S:16])[NH2:17].[ClH:1].